This data is from the Open Reaction Database (ORD), a public repository of structured organic reaction records. The task is: describe an organic reaction: reactants, conditions, products, and yield Starting materials: C1CCOC1, OCC1CC1, Clc1ncnc2[nH]cc(I)c12, CC(C)OC(=O)N=NC(=O)OC(C)C. The product is Clc1ncnc2c1c(I)cn2CC1CC1. Reaction SMILES: [CH2:31]1[O:32][CH2:33][CH2:34][CH2:35]1.[CH:12]1([CH2:15][OH:16])[CH2:13][CH2:14]1.[Cl:1][c:2]1[c:3]2[c:4]([n:5][cH:6][n:7]1)[nH:8][cH:9][c:10]2[I:11].[O:17]=[C:18]([O:19][CH:20]([CH3:21])[CH3:22])[N:23]=[N:24][C:25]([O:26][CH:27]([CH3:28])[CH3:29])=[O:30]>>[Cl:1][c:2]1[c:3]2[c:4]([n:5][cH:6][n:7]1)[n:8]([CH2:15][CH:12]1[CH2:13][CH2:14]1)[cH:9][c:10]2[I:11].